From a dataset of the Open Reaction Database (ORD), a public repository of structured organic reaction records. describe an organic reaction: reactants, conditions, products, and yield Reactants: CCN(C(C)C)C(C)C, Fc1ccc(C(c2ccc(F)cc2)N2CCNCC2)cc1, CCCc1cc(CCC=O)nn1-c1ccccc1. Yields the product CCCc1cc(CCCN2CCN(C(c3ccc(F)cc3)c3ccc(F)cc3)CC2)nn1-c1ccccc1. As a reaction SMILES: [CH:40]([N:41]([CH2:42][CH3:43])[CH:44]([CH3:45])[CH3:46])([CH3:47])[CH3:48].[F:19][c:20]1[cH:21][cH:22][c:23]([CH:26]([N:27]2[CH2:28][CH2:29][NH:30][CH2:31][CH2:32]2)[c:33]2[cH:34][cH:35][c:36]([F:39])[cH:37][cH:38]2)[cH:24][cH:25]1.[c:1]1(-[n:7]2[n:8][c:9]([CH2:15][CH2:16][CH:17]=[O:18])[cH:10][c:11]2[CH2:12][CH2:13][CH3:14])[cH:2][cH:3][cH:4][cH:5][cH:6]1>>[c:1]1(-[n:7]2[n:8][c:9]([CH2:15][CH2:16][CH2:17][N:30]3[CH2:29][CH2:28][N:27]([CH:26]([c:23]4[cH:22][cH:21][c:20]([F:19])[cH:25][cH:24]4)[c:33]4[cH:34][cH:35][c:36]([F:39])[cH:37][cH:38]4)[CH2:32][CH2:31]3)[cH:10][c:11]2[CH2:12][CH2:13][CH3:14])[cH:2][cH:3][cH:4][cH:5][cH:6]1.